This data is from the Open Reaction Database (ORD), a public repository of structured organic reaction records. The task is: describe an organic reaction: reactants, conditions, products, and yield Reactants: [OH-].[Na+] (NaOH), C(C)(C)(C)OC(N[C@@H]1CC[C@H](CC1)NC(=S)NC(=O)OCC)=O ([trans-4-(3-ethoxycarbonyl-thioureido)cyclohexyl]carbamic acid tert-butyl ester). Solvent: O (H2O), CCO (EtOH). Conditions: time 30 minute. Yields the product C(C)(C)(C)OC(N[C@@H]1CC[C@H](CC1)NC(=S)N)=O ((trans-4-Thioureido-cyclohexyl)-carbamic acid tert-butyl ester). Reaction SMILES: [OH-].[Na+].[C:3]([O:7][C:8](=[O:25])[NH:9][C@H:10]1[CH2:15][CH2:14][C@H:13]([NH:16][C:17]([NH:19]C(OCC)=O)=[S:18])[CH2:12][CH2:11]1)([CH3:6])([CH3:5])[CH3:4]>O.CCO>[C:3]([O:7][C:8](=[O:25])[NH:9][C@H:10]1[CH2:15][CH2:14][C@H:13]([NH:16][C:17]([NH2:19])=[S:18])[CH2:12][CH2:11]1)([CH3:6])([CH3:4])[CH3:5] |f:0.1|. Procedure details: 7.4 ml of 4M NaOH are added to a suspension of 1.69 g of [trans-4-(3-ethoxycarbonyl-thioureido)cyclohexyl]carbamic acid tert-butyl ester in 10 ml of H2O and 15 ml of EtOH. The mixture obtained is kept at 90° for 30 minutes at RT. The precipitate formed is filtered and washed with diethylether. (trans-4-Thioureido-cyclohexyl)-carbamic acid tert-butyl ester is obtained. Starting materials: CCOC(=O)c1cccc2c(=O)cc(-c3ccc(OCc4ccc5ccccc5n4)cc3)oc12, C1CCOC1, CO, Cl, [Li+], [OH-]. Yields the product O=C(O)c1cccc2c(=O)cc(-c3ccc(OCc4ccc5ccccc5n4)cc3)oc12. RXN SMILES: [CH2:1]([CH3:2])[O:3][C:4](=[O:5])[c:6]1[cH:7][cH:8][cH:9][c:10]2[c:11](=[O:34])[cH:12][c:13](-[c:16]3[cH:17][cH:18][c:19]([O:22][CH2:23][c:24]4[n:25][c:26]5[cH:27][cH:28][cH:29][cH:30][c:31]5[cH:32][cH:33]4)[cH:20][cH:21]3)[o:14][c:15]12.[CH2:35]1[O:36][CH2:37][CH2:38][CH2:39]1.[CH3:43][OH:44].[ClH:42].[Li+:40].[OH-:41]>>[O:3]=[C:4]([OH:5])[c:6]1[cH:7][cH:8][cH:9][c:10]2[c:11](=[O:34])[cH:12][c:13](-[c:16]3[cH:17][cH:18][c:19]([O:22][CH2:23][c:24]4[n:25][c:26]5[cH:27][cH:28][cH:29][cH:30][c:31]5[cH:32][cH:33]4)[cH:20][cH:21]3)[o:14][c:15]12. Procedure: A mixture of 2-benzyl-4-ethoxy-6-allyl-7-hydroxysaccharin (2.45 g), potassium carbonate (2.76 g) and methyl iodide (1.84 g) in acetone was heated at 50° C. with stirring for two hours, then poured with stirring into ice-water (500 mL). The resulting gooey precipitate crystallized overnight affording 2-benzyl-4-ethoxy-6-allyl-7-methoxysaccharin, 2.35 g, 92% yield, mp 92°-94° C. As a reaction SMILES: [CH2:1]([N:8]1[C:18](=[O:19])[C:17]2[C:12](=[C:13]([OH:26])[C:14]([CH2:23][CH:24]=[CH2:25])=[CH:15][C:16]=2[O:20][CH2:21][CH3:22])[S:9]1(=[O:11])=[O:10])[C:2]1[CH:7]=[CH:6][CH:5]=[CH:4][CH:3]=1.[C:27](=O)([O-])[O-].[K+].[K+].CI>CC(C)=O>[CH2:1]([N:8]1[C:18](=[O:19])[C:17]2[C:12](=[C:13]([O:26][CH3:27])[C:14]([CH2:23][CH:24]=[CH2:25])=[CH:15][C:16]=2[O:20][CH2:21][CH3:22])[S:9]1(=[O:11])=[O:10])[C:2]1[CH:7]=[CH:6][CH:5]=[CH:4][CH:3]=1 |f:1.2.3|. Conditions: temperature 50 celsius, time 2 hour. Isolated yield 92.0%. The reactants are ice water, C(C1=CC=CC=C1)N1S(=O)(=O)C2=C(C(=CC(=C2C1=O)OCC)CC=C)O (2-benzyl-4-ethoxy-6-allyl-7-hydroxysaccharin), C([O-])([O-])=O.[K+].[K+] (potassium carbonate), CI (methyl iodide). Yields the product C(C1=CC=CC=C1)N1S(=O)(=O)C2=C(C(=CC(=C2C1=O)OCC)CC=C)OC (2-benzyl-4-ethoxy-6-allyl-7-methoxysaccharin). Run in CC(=O)C (acetone).